Dataset: the Open Reaction Database (ORD), a public repository of structured organic reaction records. Task: describe an organic reaction: reactants, conditions, products, and yield RXN SMILES: [CH3:54][OH:55].[Cl:2][c:3]1[cH:4][c:5]([CH2:10][CH:11]([C:12](=[O:13])[N:14]2[CH2:15][CH2:16][CH:17]([N:20]3[CH2:21][CH2:22][N:23]([C:26]([O:27][C:28]([CH3:29])([CH3:30])[CH3:31])=[O:32])[CH2:24][CH2:25]3)[CH2:18][CH2:19]2)[O:33][C:34](=[O:35])[N:36]2[CH2:37][CH2:38][CH:39]([N:42]3[C:43](=[O:53])[NH:44][c:45]4[c:46]([cH:49][cH:50][cH:51][cH:52]4)[CH2:47][CH2:48]3)[CH2:40][CH2:41]2)[cH:6][cH:7][c:8]1[CH3:9].[ClH:1]>>[Cl:2][c:3]1[cH:4][c:5]([CH2:10][CH:11]([C:12](=[O:13])[N:14]2[CH2:15][CH2:16][CH:17]([N:20]3[CH2:21][CH2:22][NH:23][CH2:24][CH2:25]3)[CH2:18][CH2:19]2)[O:33][C:34](=[O:35])[N:36]2[CH2:37][CH2:38][CH:39]([N:42]3[C:43](=[O:53])[NH:44][c:45]4[c:46]([cH:49][cH:50][cH:51][cH:52]4)[CH2:47][CH2:48]3)[CH2:40][CH2:41]2)[cH:6][cH:7][c:8]1[CH3:9]. Reactants: CO, Cc1ccc(CC(OC(=O)N2CCC(N3CCc4ccccc4NC3=O)CC2)C(=O)N2CCC(N3CCN(C(=O)OC(C)(C)C)CC3)CC2)cc1Cl, Cl. Product: Cc1ccc(CC(OC(=O)N2CCC(N3CCc4ccccc4NC3=O)CC2)C(=O)N2CCC(N3CCNCC3)CC2)cc1Cl. Starting materials: CC(=O)OCc1ccco1, CC(=O)OC1(C)CC=C([N+](=O)[O-])O1, O=[N+]([O-])O. Yields the product CC(=O)OCc1ccco1, CC(=O)OC(C)=O. Reaction SMILES: [C:14]([CH3:15])(=[O:16])[O:17][CH2:18][c:19]1[cH:20][cH:21][cH:22][o:23]1.[C:1]([CH3:2])(=[O:3])[O:4][C:5]1([CH3:6])[O:10][C:7]([N+:8]([O-:9])=[O:11])=[CH:12][CH2:13]1.[OH:24][N+:25](=[O:26])[O-:27]>>[C:14]([CH3:15])(=[O:16])[O:17][CH2:18][c:19]1[cH:20][cH:21][cH:22][o:23]1.[C:1]([CH3:2])(=[O:3])[O:4][C:5]([CH3:6])=[O:10]. Reactants: C(CCC)NC([C@@H](C[C@H]1[C@@H](N(C(O1)(C)C)C(=O)OC(C)(C)C)CC(CC(=O)O)(C)C)C)=O (3-[N-tert-butoxycarbonyl-4(S)-(3-carboxy-2,2-dimethylpropyl)-2,2-dimethyl-1,3-oxazolidin-5(S)-yl]-2(R)-methyl-propionic acid (N-butyl)amide), COCCC1OC2=C(NC1)C=CC=C2 (2(R,S)-methoxyethyl-3,4-dihydro-2H-1,4-benzoxazine). Yields the product C(CCC)NC([C@@H](C[C@@H]([C@H](CC(CC(=O)N1CC(OC2=C1C=CC=C2)CCOC)(C)C)N)O)C)=O (5(S)-Amino-4(S)-hydroxy-2(R),7,7-trimethyl-8-[2(R,S)-methoxyethyl-3,4-dihydro-2H-1,4-benzoxazin-4-ylcarbonyl]-octanoic acid (N-butyl)amide), (4O,5N-isopropylidene)-5(S)-tert-butoxycarbonylamino-4(S)-hydroxy-2(R),7,7-trimethyl-8-[2(R,S)-methoxyethyl-3,4-dihydro-2H-1,4-benzoxazin-4-ylcarbonyl]-octanoic acid (N-butyl)amide. RXN SMILES: [CH2:1]([NH:5][C:6](=[O:32])[C@H:7]([CH3:31])[CH2:8][C@@H:9]1[O:13]C(C)(C)[N:11](C(OC(C)(C)C)=O)[C@H:10]1[CH2:23][C:24]([CH3:30])([CH3:29])[CH2:25][C:26]([OH:28])=O)[CH2:2][CH2:3][CH3:4].[CH3:33][O:34][CH2:35][CH2:36][CH:37]1[CH2:42][NH:41][C:40]2[CH:43]=[CH:44][CH:45]=[CH:46][C:39]=2[O:38]1>>[CH2:1]([NH:5][C:6](=[O:32])[C@H:7]([CH3:31])[CH2:8][C@H:9]([OH:13])[C@@H:10]([NH2:11])[CH2:23][C:24]([CH3:29])([CH3:30])[CH2:25][C:26]([N:41]1[C:40]2[CH:43]=[CH:44][CH:45]=[CH:46][C:39]=2[O:38][CH:37]([CH2:36][CH2:35][O:34][CH3:33])[CH2:42]1)=[O:28])[CH2:2][CH2:3][CH3:4]. Procedure details: Starting from 230 mg of 3-[N-tert-butoxycarbonyl-4(S)-(3-carboxy-2,2-dimethylpropyl)-2,2-dimethyl-1,3-oxazolidin-5(S)-yl]-2(R)-methyl-propionic acid (N-butyl)amide and 193 mg of 2(R,S)-methoxyethyl-3,4-dihydro-2H-1,4-benzoxazine, the title compound is obtained via (4O,5N-isopropylidene)-5(S)-tert-butoxycarbonylamino-4(S)-hydroxy-2(R),7,7-trimethyl-8-[2(R,S)-methoxyethyl-3,4-dihydro-2H-1,4-benzoxazin-4-ylcarbonyl]-octanoic acid (N-butyl)amide (analogously to Example 1a); Rf (A)=0.19; Rt (VI)=36.6... Starting materials: CC(C)(C)[O-].[K+] (potassium tert-butylate), C(CC(=O)OCC)(=O)OCC (diethyl malonate), BrC=1C(N(C=CC1)C1=C(C=C(C=C1C)[N+](=O)[O-])C)=O (3-bromo-1-(2,6-dimethyl-4-nitrophenyl)pyridin-2(1H)-one). Run in O1CCOCC1 (dioxane), O1CCOCC1 (dioxane). Run at temperature 57.5 celsius, time 1 hour. The product is CC1=C(C(=CC(=C1)[N+](=O)[O-])C)N1C(C(=CC=C1)C(C(=O)OCC)C(=O)OCC)=O (diethyl [1-(2,6-dimethyl-4-nitrophenyl)-2-oxo-1,2-dihydropyridin-3-yl]malonate). Reaction SMILES: CC([O-])(C)C.[K+].[C:7]([O:15][CH2:16][CH3:17])(=[O:14])[CH2:8][C:9]([O:11][CH2:12][CH3:13])=[O:10].Br[C:19]1[C:20](=[O:36])[N:21]([C:25]2[C:30]([CH3:31])=[CH:29][C:28]([N+:32]([O-:34])=[O:33])=[CH:27][C:26]=2[CH3:35])[CH:22]=[CH:23][CH:24]=1>O1CCOCC1>[CH3:35][C:26]1[CH:27]=[C:28]([N+:32]([O-:34])=[O:33])[CH:29]=[C:30]([CH3:31])[C:25]=1[N:21]1[CH:22]=[CH:23][CH:24]=[C:19]([CH:8]([C:9]([O:11][CH2:12][CH3:13])=[O:10])[C:7]([O:15][CH2:16][CH3:17])=[O:14])[C:20]1=[O:36] |f:0.1|. Procedure: Under argon, 42.5 g (379 mmol) of potassium tert-butylate were suspended in 530 ml of dioxane and heated to 55-60° C. At this temperature, a solution of 60.7 g (379 mmol) of diethyl malonate in 100 ml of dioxane was added over 20 min. When the addition was complete, the reaction mixture was stirred for 1 h at 60° C. 6.72 g (21.7 mmol) of bis(2-pyridinecarboxylato)copper(II) complex were then added, as were 35.0 g (108 mmol) of 3-bromo-1-(2,6-dimethyl-4-nitrophenyl)pyridin-2(1H)-one. The reaction...